From a dataset of the Open Reaction Database (ORD), a public repository of structured organic reaction records. describe an organic reaction: reactants, conditions, products, and yield Reactants: NC=1NC(C2=C(N1)N(C(S2)=O)CC=CCC)=O (5-amino-3-(pent-2-ene-1-yl)thiazolo[4,5-d]pyrimidine-2,7(3H,6H)-dione), [H-].[Na+] (NaH), IC (Iodomethane). The solvent is CN(C)C=O (DMF). Run at time 0.25 hour. Product: NC=1N(C(C2=C(N1)N(C(S2)=O)CC=CCC)=O)C (5Amino-6-methyl-3(pent-2-ene-1-yl)thiazolo[4,5-d]pyrimidine-2,7(3H,6H)-dione). RXN SMILES: [NH2:1][C:2]1[NH:3][C:4](=[O:17])[C:5]2[S:10][C:9](=[O:11])[N:8]([CH2:12][CH:13]=[CH:14][CH2:15][CH3:16])[C:6]=2[N:7]=1.[H-].[Na+].I[CH3:21]>CN(C=O)C>[NH2:1][C:2]1[N:3]([CH3:21])[C:4](=[O:17])[C:5]2[S:10][C:9](=[O:11])[N:8]([CH2:12][CH:13]=[CH:14][CH2:15][CH3:16])[C:6]=2[N:7]=1 |f:1.2|. Procedure: A mixture of 5-amino-3-(pent-2-ene-1-yl)thiazolo[4,5-d]pyrimidine-2,7(3H,6H)-dione (350 mg, 1.35 mmol), NaH (80% dispersion in mineral oil, 42 mg, 1.4 mmol) and anhydrous DMF (15 mL) was protected from moisture and stirred at ambient temperature for 0.25 h. Iodomethane (0.1 mL, 1.61 mmol) was added and the mixture was stirred for an additional 1 h. The mixture was evaporated in vacuum and then H2O (20 mL) was added. The mixture was stirred for 15 min and then the solid was collected by filtratio... Solvent: C1CCOC1 (THF), C(CCC)[Li].CCCCCC (n-butyllithium n-hexane), C1CCOC1 (THF). Conditions: temperature -78 celsius, time 15 minute. Reaction SMILES: [CH3:1][O:2][C:3]1[CH:18]=[CH:17][C:6]([CH2:7][S:8][CH2:9][CH:10]2[O:15][C:13](=[O:14])[C:12](=[CH2:16])[CH2:11]2)=[CH:5][CH:4]=1.[Cl-].[NH4+].Cl>C1COCC1.C([Li])CCC.CCCCCC>[CH3:1][O:2][C:3]1[CH:18]=[CH:17][C:6]([CH2:7][S:8][CH2:16][CH:12]2[CH2:11][CH:10]([CH2:9][S:8][CH2:7][C:6]3[CH:5]=[CH:4][C:3]([O:2][CH3:1])=[CH:18][CH:17]=3)[O:15][C:13]2=[O:14])=[CH:5][CH:4]=1 |f:1.2,5.6|. Procedure: To a stirred solution of 4-methoxybenzylmercaptane (0.47 ml) in THF (6 ml), n-butyllithium/n-hexane (1.6N, 0.18 ml) and 4-(4-methoxybenzylthiomethyl)-2-methylene-4-butanolide (compound No.1-2, 0.76 g) dissolved in THF (4 ml) was added dropwise at about -78° C. under nitrogen atmosphere. The mixture was stirred for an additional 15 minutes at -78° C. After restoring to room temperature, saturated aqueous ammonium chloride solution was added to the mixture. The mixture was acidified with 1N hydroc... Yields the product COC1=CC=C(CSCC2C(=O)OC(C2)CSCC2=CC=C(C=C2)OC)C=C1 (2,4-bis(4-methoxybenzylthiomethyl)-4-butanolide). The reactants are COC1=CC=C(CSCC2CC(C(=O)O2)=C)C=C1 (4-(4-methoxybenzylthiomethyl)-2-methylene-4-butanolide), [Cl-].[NH4+] (ammonium chloride), Cl (hydrochloric acid). The reactants are O=C(O)c1ccc(CCCc2cc3c(cc2OCc2ccccc2)CCCC3)cc1, CCOC(C)=O, N#CC1=C(C#N)C(=O)C(Cl)=C(Cl)C1=O, O. The product is O=C(O)c1ccc(CCCc2cc3c(cc2OCc2ccccc2)CCCC3=O)cc1. Reaction SMILES: [CH2:1]([c:2]1[cH:3][cH:4][cH:5][cH:6][cH:7]1)[O:8][c:9]1[c:10]([CH2:19][CH2:20][CH2:21][c:22]2[cH:23][cH:24][c:25]([C:26](=[O:27])[OH:28])[cH:29][cH:30]2)[cH:11][c:12]2[c:17]([cH:18]1)[CH2:16][CH2:15][CH2:14][CH2:13]2.[CH3:46][CH2:47][O:48][C:49](=[O:50])[CH3:51].[Cl:32][C:33]1=[C:44]([Cl:45])[C:43](=[O:40])[C:39]([C:41]#[N:42])=[C:36]([C:37]#[N:38])[C:34]1=[O:35].[OH2:31]>>[CH2:1]([c:2]1[cH:3][cH:4][cH:5][cH:6][cH:7]1)[O:8][c:9]1[c:10]([CH2:19][CH2:20][CH2:21][c:22]2[cH:23][cH:24][c:25]([C:26](=[O:27])[OH:28])[cH:29][cH:30]2)[cH:11][c:12]2[c:17]([cH:18]1)[CH2:16][CH2:15][CH2:14][C:13]2=[O:40]. Starting materials: 1,2,6,7-Tetramethoxy-9H-carbazole 2,3,6,7-Tetramethoxy-9H-carbazole—A, COC=1C=C(C=CC1OC)C1=C(C=C(C(=C1)OC)OC)[N+](=O)[O-] (2-((3,4-dimethoxy)phenyl)-4,5,-dimethoxynitrobenzene), C(C)OP(OCC)OCC (triethylphosphite). The product is COC1=CC=2NC3=CC(=C(C=C3C2C=C1OC)OC)OC (2,3,6,7-tetramethoxy-9H-carbazole). Isolated yield 33.1%. Reaction SMILES: [CH3:1][O:2][C:3]1[CH:4]=[C:5]([C:11]2[CH:16]=[C:15]([O:17][CH3:18])[C:14]([O:19][CH3:20])=[CH:13][C:12]=2[N+:21]([O-])=O)[CH:6]=[CH:7][C:8]=1[O:9][CH3:10].C(OP(OCC)OCC)C>>[CH3:10][O:9][C:8]1[C:3]([O:2][CH3:1])=[CH:4][C:5]2[C:11]3[C:12](=[CH:13][C:14]([O:19][CH3:20])=[C:15]([O:17][CH3:18])[CH:16]=3)[NH:21][C:6]=2[CH:7]=1. Procedure: 1,2,6,7-Tetramethoxy-9H-carbazole/2,3,6,7-Tetramethoxy-9H-carbazole—A stirred solution of 2-((3,4-dimethoxy)phenyl)-4,5,-dimethoxynitrobenzene (6.5 g, 20 mmol) in triethylphosphite (10.5 mL, 6.11 mmol) was heated at 160° C. under a nitrogen atmosphere for 10 hours. The excess triethylphosphite was removed in vacuo, residue was slurried in chloroform the solids were filtered and recrystallized from EtOAc to afford 2,3,6,7-tetramethoxy-9H-carbazole (1.9 g); m.p. 232-233° C. Anal. Calcd. for C16H17... Starting materials: [Al], Brc1ccccc1, CC1(C)CC(=O)OC1=O, CC(Cl)Cl. Yields the product CC(C)(CC(=O)c1ccc(Br)cc1)C(=O)O. Reaction SMILES: [Al:17].[Br:1][c:2]1[cH:3][cH:4][cH:5][cH:6][cH:7]1.[CH3:8][C:9]1([CH3:16])[C:10](=[O:15])[O:11][C:12](=[O:14])[CH2:13]1.[Cl:18][CH:19]([Cl:20])[CH3:21]>>[Br:1][c:2]1[cH:3][cH:4][c:5]([C:12]([CH2:13][C:9]([CH3:8])([C:10](=[O:11])[OH:15])[CH3:16])=[O:14])[cH:6][cH:7]1.